This data is from the Open Reaction Database (ORD), a public repository of structured organic reaction records. The task is: describe an organic reaction: reactants, conditions, products, and yield As a reaction SMILES: [C:1]([CH3:2])([CH3:3])([CH3:4])[O:5][C:6](=[O:7])[N:8]1[CH2:9][CH2:10][CH:11]([OH:14])[CH2:12][CH2:13]1.[CH3:64][CH2:65][CH2:66][CH2:67][CH2:68][CH3:69].[Cl:61][CH2:62][Cl:63].[N+:15](=[O:16])([O-:17])[c:18]1[cH:19][cH:20][c:21]([OH:29])[c:22]([C:23](=[O:24])[O:25][CH2:26][CH3:27])[cH:28]1.[O:49]=[C:50]([O:51][CH2:52][CH3:53])[N:54]=[N:55][C:56]([O:57][CH2:58][CH3:59])=[O:60].[c:30]1([P:31]([c:32]2[cH:33][cH:34][cH:35][cH:36][cH:37]2)[c:38]2[cH:39][cH:40][cH:41][cH:42][cH:43]2)[cH:44][cH:45][cH:46][cH:47][cH:48]1>>[C:1]([CH3:2])([CH3:3])([CH3:4])[O:5][C:6](=[O:7])[N:8]1[CH2:9][CH2:10][CH:11]([O:14][c:21]2[cH:20][cH:19][c:18]([N+:15](=[O:16])[O-:17])[cH:28][c:22]2[C:23](=[O:24])[O:25][CH2:26][CH3:27])[CH2:12][CH2:13]1. The reactants are CC(C)(C)OC(=O)N1CCC(O)CC1, CCCCCC, ClCCl, CCOC(=O)c1cc([N+](=O)[O-])ccc1O, CCOC(=O)N=NC(=O)OCC, c1ccc(P(c2ccccc2)c2ccccc2)cc1. Product: CCOC(=O)c1cc([N+](=O)[O-])ccc1OC1CCN(C(=O)OC(C)(C)C)CC1. Starting materials: [N+](=O)([O-])C=1C=C(C=CC1)S(=O)(=O)Cl (3-nitro-benzenesulfonyl chloride), NC1(CCCC1)CO ((1-amino-cyclopentyl)-methanol), C([O-])(O)=O.[Na+] (sodium bicarbonate). Solvent: ClCCl (dichloromethane), ClCCl (dichloromethane). Product: NC=1C=C(C=CC1)S(=O)(=O)NC1(CCCC1)CO (3-Amino-N-(1-hydroxymethyl-cyclopentyl)-benzenesulfonamide). Isolated yield 59.2%. As a reaction SMILES: [N+:1]([C:4]1[CH:5]=[C:6]([S:10](Cl)(=[O:12])=[O:11])[CH:7]=[CH:8][CH:9]=1)([O-])=O.[NH2:14][C:15]1([CH2:20][OH:21])[CH2:19][CH2:18][CH2:17][CH2:16]1.C(=O)(O)[O-].[Na+]>ClCCl>[NH2:1][C:4]1[CH:5]=[C:6]([S:10]([NH:14][C:15]2([CH2:20][OH:21])[CH2:19][CH2:18][CH2:17][CH2:16]2)(=[O:12])=[O:11])[CH:7]=[CH:8][CH:9]=1 |f:2.3|. Procedure: A mixture of 3-nitro-benzenesulfonyl chloride (0.89 g, 4 mmol) and (1-amino-cyclopentyl)-methanol (0.46 g, 4 mmol) in dichloromethane (4 mL)/sat. sodium bicarbonate solution (4 mL) was stirred at 20° C. for 20 h. The mixture was diluted with dichloromethane (20 mL). The layers were separated and the organic layer was washed with water, dried (Na2SO4) and evaporated in vacuo. The solid residue was dissolved in ethanol (20 mL) and hydrogenated in the presence of 5% palladium-charcoal (0.2 g) to gi... The product is ClC1=NC=CC(=C1)C=1C(=NOC1C)C (2-Chloro-4-(3,5-dimethyl-isoxazol-4-yl)-pyridine). RXN SMILES: Br[C:2]1[C:3]([CH3:8])=[N:4][O:5][C:6]=1[CH3:7].[Cl:9][C:10]1[CH:15]=[C:14](C2C=NN(C3CCCCO3)C=2)[CH:13]=[CH:12][N:11]=1>>[Cl:9][C:10]1[CH:15]=[C:14]([C:2]2[C:3]([CH3:8])=[N:4][O:5][C:6]=2[CH3:7])[CH:13]=[CH:12][N:11]=1. Starting materials: BrC=1C(=NOC1C)C (4-bromo-3,5-dimethylisoxazole), ClC1=NC=CC(=C1)C=1C=NN(C1)C1OCCCC1 (2-Chloro-4-[1-(tetrahydro-pyran-2-yl)-1H-pyrazol-4-yl]-pyridine). Procedure details: The title compound was prepared from 4-bromo-3,5-dimethylisoxazole generally according to the synthetic procedure described for 2-Chloro-4-[1-(tetrahydro-pyran-2-yl)-1H-pyrazol-4-yl]-pyridine. UPLC (Rt)=0.81 min (method N) Reaction SMILES: C([N:4]1[C:12]2[C:7](=[CH:8][C:9]([N+:13]([O-:15])=[O:14])=[CH:10][CH:11]=2)[C:6](=[C:16](OCC)[C:17]2[CH:22]=[CH:21][CH:20]=[CH:19][CH:18]=2)[C:5]1=[O:26])(=O)C.[C:27]([N:30]([C:32]1[CH:38]=[CH:37][C:35]([NH2:36])=[CH:34][CH:33]=1)[CH3:31])(=[O:29])[CH3:28].[OH-].[Na+]>CN(C=O)C.CO>[C:27]([N:30]([C:32]1[CH:38]=[CH:37][C:35]([NH:36]/[C:16](=[C:6]2\[C:5](=[O:26])[NH:4][C:12]3[C:7]\2=[CH:8][C:9]([N+:13]([O-:15])=[O:14])=[CH:10][CH:11]=3)/[C:17]2[CH:18]=[CH:19][CH:20]=[CH:21][CH:22]=2)=[CH:34][CH:33]=1)[CH3:31])(=[O:29])[CH3:28] |f:2.3|. Reported procedure: Prepared analogously to Example 82 from 1-acetyl-3-(1-ethoxy-1-phenyl-methylidene)-5-nitro-2-indolinone and 4-(N-acetyl-N-methyl-amino)-aniline in DMF and subsequent treatment with sodium hydroxide solution in methanol. Product: C(C)(=O)N(C)C1=CC=C(C=C1)N\C(\C1=CC=CC=C1)=C\1/C(NC2=CC=C(C=C12)[N+](=O)[O-])=O ((Z)-3-{1-[4-(N-acetyl-N-methyl-amino)-phenylamino]-1-phenyl-methylidene}-5-nitro-2-indolinone). Run in CN(C)C=O (DMF), CO (methanol). Starting materials: C(C)(=O)N1C(C(C2=CC(=CC=C12)[N+](=O)[O-])=C(C1=CC=CC=C1)OCC)=O (1-acetyl-3-(1-ethoxy-1-phenyl-methylidene)-5-nitro-2-indolinone), C(C)(=O)N(C)C1=CC=C(N)C=C1 (4-(N-acetyl-N-methyl-amino)-aniline), [OH-].[Na+] (sodium hydroxide). The reactants are ClC1=CC=C(CN2C(=NC=3N(C(N(C(C23)=O)CCC(CC)=O)=O)C)OC2=CC(=CC=C2)OC(F)(F)F)C=C1 (7-(4-chlorobenzyl)-3-methyl-1-(3-oxopentyl)-8-(3-(trifluoromethoxy)phenoxy)-1H-purine-2,6(3H,7H)-dione), [BH4-].[Na+] (sodium borohydride). Solvent: C(C)(=O)OCC (ethyl acetate), O (water), CO (methanol). Run at temperature 0 celsius, time 2 hour. The product is ClC1=CC=C(CN2C(=NC=3N(C(N(C(C23)=O)CCC(CC)O)=O)C)OC2=CC(=CC=C2)OC(F)(F)F)C=C1 (7-(4-chlorobenzyl)-1-(3-hydroxypentyl)-3-methyl-8-(3-(trifluoromethoxy)phenoxy)-1H-purine-2,6(3H,7H)-dione). Isolated yield 33.1%. As a reaction SMILES: [Cl:1][C:2]1[CH:38]=[CH:37][C:5]([CH2:6][N:7]2[C:15]3[C:14](=[O:16])[N:13]([CH2:17][CH2:18][C:19](=[O:22])[CH2:20][CH3:21])[C:12](=[O:23])[N:11]([CH3:24])[C:10]=3[N:9]=[C:8]2[O:25][C:26]2[CH:31]=[CH:30][CH:29]=[C:28]([O:32][C:33]([F:36])([F:35])[F:34])[CH:27]=2)=[CH:4][CH:3]=1.[BH4-].[Na+]>CO.C(OCC)(=O)C.O>[Cl:1][C:2]1[CH:3]=[CH:4][C:5]([CH2:6][N:7]2[C:15]3[C:14](=[O:16])[N:13]([CH2:17][CH2:18][CH:19]([OH:22])[CH2:20][CH3:21])[C:12](=[O:23])[N:11]([CH3:24])[C:10]=3[N:9]=[C:8]2[O:25][C:26]2[CH:31]=[CH:30][CH:29]=[C:28]([O:32][C:33]([F:36])([F:34])[F:35])[CH:27]=2)=[CH:37][CH:38]=1 |f:1.2|. Procedure details: To a solution of 7-(4-chlorobenzyl)-3-methyl-1-(3-oxopentyl)-8-(3-(trifluoromethoxy)phenoxy)-1H-purine-2,6(3H,7H)-dione (150 mg, 0.273 mmol, example 20) in methanol (20 mL) was added sodium borohydride (40 mg, 1.05 mmol) at 0° C. under nitrogen. The mixture was stirred at 0° C. for 2 h. The mixture was diluted with ethyl acetate and water, and the phases were separated. The organic phase was washed with brine, dried over sodium sulfate, filtered and concentrated. The crude product was purified b...